Dataset: the Open Reaction Database (ORD), a public repository of structured organic reaction records. Task: describe an organic reaction: reactants, conditions, products, and yield Reactants: O (Water), S(=O)(Cl)Cl (Thionyl chloride), C(CCC)C1=CC=C(CO)C=C1 (4-n-butylbenzyl alcohol), CCOCC (ether), [C-]#N.[Na+] (sodium cyanide), n-tetrabutylammonium iodide. Run at time 2 hour. Yields the product C(CCC)C(C#N)C1=CC=CC=C1 (n-butylphenylacetonitrile). As a reaction SMILES: S(Cl)(Cl)=O.[CH2:5]([C:9]1[CH:16]=[CH:15][C:12](CO)=[CH:11][CH:10]=1)[CH2:6][CH2:7][CH3:8].[C-:17]#[N:18].[Na+].O.[CH3:21]COCC>>[CH2:6]([CH:5]([C:9]1[CH:10]=[CH:11][CH:12]=[CH:15][CH:16]=1)[C:17]#[N:18])[CH2:7][CH2:8][CH3:21] |f:2.3|. Procedure details: Thionyl chloride (4.7 ml, 66 mmol) was added dropwise to a solution of 4-n-butylbenzyl alcohol (9.6 g, 59 mmol) in ether (120 ml), and this mixture was stirred at room temperature for 2 hours. The solvent was removed under reduced pressure, and excess thionyl chloride was removed by azeotropic distillation with benzene. The residue was dissolved in dimethyl sulfoxide (50 ml), sodium cyanide (86 g, 1.8 mol) and n-tetrabutylammonium iodide (2.2 g, 5.9 mmol) were added to this solution, and the res... Reactants: O (water), [H-].[Al+3].[Li+].[H-].[H-].[H-] (lithium aluminum hydride), C(C)(C)C1=C(C(=O)O)C(=CC=C1)C(C)C (2, 6-diisopropylbenzoic acid), resultant mixture, Cl (hydrochloric acid). Run in C(C)OCC (ethyl ether), O1CCCC1 (tetrahydrofuran). The product is C(C)(C)C1=C(CO)C(=CC=C1)C(C)C (2, 6-diisopropylbenzyl alcohol). Isolated yield 39.6%. Reaction SMILES: [H-].[Al+3].[Li+].[H-].[H-].[H-].[CH:7]([C:10]1[CH:18]=[CH:17][CH:16]=[C:15]([CH:19]([CH3:21])[CH3:20])[C:11]=1[C:12](O)=[O:13])([CH3:9])[CH3:8].O.Cl>O1CCCC1.C(OCC)C>[CH:19]([C:15]1[CH:16]=[CH:17][CH:18]=[C:10]([CH:7]([CH3:9])[CH3:8])[C:11]=1[CH2:12][OH:13])([CH3:21])[CH3:20] |f:0.1.2.3.4.5|. Procedure details: To a suspension of 1.35 g (35.6 mmol) of lithium aluminum hydride in 60 ml of dry tetrahydrofuran was added 3.71 g (18 mmol) of 2, 6-diisopropylbenzoic acid, and the resultant mixture was refluxed with heating for 16 hours. After cooling, 80 ml of water was portionwise added to the mixture, which was mixed with 90 ml of ethyl ether. The mixture was strongly acidified with conc. hydrochloric acid. The aqueous layer was separated and shaken with ethyl ether. The organic layers were combined, washe... Starting materials: [Si](C1=CC=CC=C1)(C1=CC=CC=C1)(C(C)(C)C)OCC1=CC=C(C(=C1N1C[C@H](O[C@@H](C1)C)C)F)F ((2R,6R)-4-(6-((tert-butyldiphenylsilyloxy)methyl)-2,3-difluorophenyl)-2,6-dimethylmorpholine), [Si](C1=CC=CC=C1)(C1=CC=CC=C1)(C(C)(C)C)OCC1=CC=C(C(=C1N1C[C@H](O[C@@H](C1)C)C)F)F ((2R,6R)-4-(6-((tert-butyldiphenylsilyloxy)methyl)-2,3-difluorophenyl)-2,6-dimethylmorpholine), C(C(=O)OCC)(=O)OCC (diethyl oxalate). Yields the product [Si](C1=CC=CC=C1)(C1=CC=CC=C1)(C(C)(C)C)OCC=1C(=C(C(=C(C1)C(C(=O)OCC)=O)F)F)N1C[C@H](O[C@@H](C1)C)C (Ethyl 2-(5-((tert-butyldiphenylsilyloxy)methyl)-4-((2R,6R)-2,6-dimethylmorpholino)-2,3-difluorophenyl)-2-oxoacetate). As a reaction SMILES: [Si:1]([O:18][CH2:19][C:20]1[C:25]([N:26]2[CH2:31][C@@H:30]([CH3:32])[O:29][C@H:28]([CH3:33])[CH2:27]2)=[C:24]([F:34])[C:23]([F:35])=[CH:22][CH:21]=1)([C:14]([CH3:17])([CH3:16])[CH3:15])([C:8]1[CH:13]=[CH:12][CH:11]=[CH:10][CH:9]=1)[C:2]1[CH:7]=[CH:6][CH:5]=[CH:4][CH:3]=1.[C:36](OCC)(=[O:42])[C:37]([O:39][CH2:40][CH3:41])=[O:38]>>[Si:1]([O:18][CH2:19][C:20]1[C:25]([N:26]2[CH2:31][C@@H:30]([CH3:32])[O:29][C@H:28]([CH3:33])[CH2:27]2)=[C:24]([F:34])[C:23]([F:35])=[C:22]([C:36](=[O:42])[C:37]([O:39][CH2:40][CH3:41])=[O:38])[CH:21]=1)([C:14]([CH3:16])([CH3:17])[CH3:15])([C:2]1[CH:7]=[CH:6][CH:5]=[CH:4][CH:3]=1)[C:8]1[CH:13]=[CH:12][CH:11]=[CH:10][CH:9]=1. Procedure details: Starting materials: (2R,6R)-4-(6-((tert-butyldiphenylsilyloxy)methyl)-2,3-difluorophenyl)-2,6-dimethylmorpholine (11.96 g, 24.13 mmol) (Intermediate 43) and diethyl oxalate. Starting materials: CCO, [Na+], [OH-], CCOC(=O)C(C)(C)c1cn2nc(CCCCN3CCN(C(c4ccccc4)c4ccccc4)CC3)ccc2n1. Yields the product CC(C)(C(=O)O)c1cn2nc(CCCCN3CCN(C(c4ccccc4)c4ccccc4)CC3)ccc2n1. RXN SMILES: [CH3:43][CH2:44][OH:45].[Na+:42].[OH-:41].[c:1]1([CH:7]([N:8]2[CH2:9][CH2:10][N:11]([CH2:14][CH2:15][CH2:16][CH2:17][c:18]3[cH:19][cH:20][c:21]4[n:22]([n:23]3)[cH:24][c:25]([C:27]([C:28](=[O:29])[O:30][CH2:31][CH3:32])([CH3:33])[CH3:34])[n:26]4)[CH2:12][CH2:13]2)[c:35]2[cH:36][cH:37][cH:38][cH:39][cH:40]2)[cH:2][cH:3][cH:4][cH:5][cH:6]1>>[c:1]1([CH:7]([N:8]2[CH2:9][CH2:10][N:11]([CH2:14][CH2:15][CH2:16][CH2:17][c:18]3[cH:19][cH:20][c:21]4[n:22]([n:23]3)[cH:24][c:25]([C:27]([C:28](=[O:29])[OH:30])([CH3:33])[CH3:34])[n:26]4)[CH2:12][CH2:13]2)[c:35]2[cH:36][cH:37][cH:38][cH:39][cH:40]2)[cH:2][cH:3][cH:4][cH:5][cH:6]1. Reactants: COC(=O)c1ccc2c(c1)CC(C)(C)C(c1cccc(C(=O)O)c1)N2, CCN=C=NCCCN(C)C, CN1CCOCC1, CN1CC(N)C1, ClCCl, Cl, On1nnc2ccccc21. Yields the product COC(=O)c1ccc2c(c1)CC(C)(C)C(c1cccc(C(=O)NC3CN(C)C3)c1)N2. As a reaction SMILES: [CH3:1][O:2][C:3](=[O:4])[c:5]1[cH:6][c:7]2[c:12]([cH:13][cH:14]1)[NH:11][CH:10]([c:15]1[cH:16][c:17]([C:18](=[O:19])[OH:20])[cH:21][cH:22][cH:23]1)[C:9]([CH3:24])([CH3:25])[CH2:8]2.[CH3:37][N:38]([CH3:39])[CH2:40][CH2:41][CH2:42][N:43]=[C:44]=[N:45][CH2:46][CH3:47].[CH3:48][N:49]1[CH2:50][CH2:51][O:52][CH2:53][CH2:54]1.[CH3:55][N:56]1[CH2:57][CH:58]([NH2:60])[CH2:59]1.[Cl:61][CH2:62][Cl:63].[ClH:36].[OH:26][n:27]1[c:28]2[cH:29][cH:30][cH:31][cH:32][c:33]2[n:34][n:35]1>>[CH3:1][O:2][C:3](=[O:4])[c:5]1[cH:6][c:7]2[c:12]([cH:13][cH:14]1)[NH:11][CH:10]([c:15]1[cH:16][c:17]([C:18](=[O:19])[NH:60][CH:58]3[CH2:57][N:56]([CH3:55])[CH2:59]3)[cH:21][cH:22][cH:23]1)[C:9]([CH3:24])([CH3:25])[CH2:8]2. Starting materials: Cl, CC(C)OC(=O)COCCOCCOCCOCCOCCN, [Na+], [OH-]. The product is NCCOCCOCCOCCOCCOCC(=O)O. As a reaction SMILES: [ClH:24].[NH2:1][CH2:2][CH2:3][O:4][CH2:5][CH2:6][O:7][CH2:8][CH2:9][O:10][CH2:11][CH2:12][O:13][CH2:14][CH2:15][O:16][CH2:17][C:18](=[O:19])[O:20][CH:21]([CH3:22])[CH3:23].[Na+:26].[OH-:25]>>[NH2:1][CH2:2][CH2:3][O:4][CH2:5][CH2:6][O:7][CH2:8][CH2:9][O:10][CH2:11][CH2:12][O:13][CH2:14][CH2:15][O:16][CH2:17][C:18](=[O:19])[OH:20]. Product: CCCCCCCNC(=O)Nc1ncccc1NC(=O)c1cc(C(C)(C)C)c(O)c(C(C)(C)C)c1. The reactants are CC(C)(C)c1cc(C(=O)O)cc(C(C)(C)C)c1O, CCN=C=NCCCN(C)C, ClCCl, Cl, CCCCCCCNC(=O)Nc1ncccc1N. RXN SMILES: [C:19]([CH3:20])([CH3:21])([CH3:22])[c:23]1[cH:24][c:25]([C:26](=[O:27])[OH:28])[cH:29][c:30]([C:33]([CH3:34])([CH3:35])[CH3:36])[c:31]1[OH:32].[CH2:38]([N:39]=[C:40]=[N:41][CH2:42][CH2:43][CH2:44][N:45]([CH3:46])[CH3:47])[CH3:48].[Cl:49][CH2:50][Cl:51].[ClH:37].[NH2:1][c:2]1[c:3]([NH:8][C:9](=[O:10])[NH:11][CH2:12][CH2:13][CH2:14][CH2:15][CH2:16][CH2:17][CH3:18])[n:4][cH:5][cH:6][cH:7]1>>[NH:1]([c:2]1[c:3]([NH:8][C:9](=[O:10])[NH:11][CH2:12][CH2:13][CH2:14][CH2:15][CH2:16][CH2:17][CH3:18])[n:4][cH:5][cH:6][cH:7]1)[C:26]([c:25]1[cH:24][c:23]([C:19]([CH3:20])([CH3:21])[CH3:22])[c:31]([OH:32])[c:30]([C:33]([CH3:34])([CH3:35])[CH3:36])[cH:29]1)=[O:27]. Starting materials: O=C1NC(C=2N=CNC2N1)=S (2-Oxo-6-thioxo-1,2,3,6-tetrahydro-9H-purine), O.NN (hydrazine hydrate). Conditions: temperature 120 celsius, time 10 minute. Yields the product N(N)C=1C=2N=CNC2NC(N1)=O (6-hydrazino-9H-purine-2(3H)-one). The yield is 63.0%. RXN SMILES: [O:1]=[C:2]1[NH:10][C:9]2[NH:8][CH:7]=[N:6][C:5]=2[C:4](=S)[NH:3]1.O.[NH2:13][NH2:14]>>[NH:13]([C:4]1[C:5]2[N:6]=[CH:7][NH:8][C:9]=2[NH:10][C:2](=[O:1])[N:3]=1)[NH2:14] |f:1.2|. Reported procedure: 2-Oxo-6-thioxo-1,2,3,6-tetrahydro-9H-purine (J. Am. Chem. Soc., 76, 5633 (1954)) (0.5 g, 2.97 mmol) was added to 80% hydrazine hydrate (5 ml), and the mixture was stirred for 10 minutes at 120° C. After completion of reaction, crystals that precipitated were collected by filtration, and washed with water. The crystals were recrystallized from water to obtain 0.31 g (yield 63%) of colorless powdery crystals (m.p.=278° C. (decomposed)). The reactants are ClC1=CC=C(CSC=2C(CC(CC2O)(C)C)=O)C=C1 (2-(p-chlorobenzylthio)-3-hydroxy-5,5-dimethyl-2-cyclohexen-1-one), OO (hydrogen peroxide), ice water. Run in C(C)(=O)O (acetic acid). Conditions: time 23 hour. The product is ClC1=CC=C(CS(=O)C=2C(CC(CC2O)(C)C)=O)C=C1 (2-(p-Chlorobenzylsulfinyl)-3-hydroxy-5,5-dimethyl-2-cyclohexen-1-one). RXN SMILES: [Cl:1][C:2]1[CH:19]=[CH:18][C:5]([CH2:6][S:7][C:8]2[C:9](=[O:17])[CH2:10][C:11]([CH3:16])([CH3:15])[CH2:12][C:13]=2[OH:14])=[CH:4][CH:3]=1.[OH:20]O>C(O)(=O)C>[Cl:1][C:2]1[CH:3]=[CH:4][C:5]([CH2:6][S:7]([C:8]2[C:13](=[O:14])[CH2:12][C:11]([CH3:16])([CH3:15])[CH2:10][C:9]=2[OH:17])=[O:20])=[CH:18][CH:19]=1. Reported procedure: A mixture of 2-(p-chlorobenzylthio)-3-hydroxy-5,5-dimethyl-2-cyclohexen-1-one (10.0 g., 0.0338 mole), 30 percent hydrogen peroxide (3.83 g., 0.0338 mole), and 350 ml. of glacial acetic acid was allowed to stand at room temperature for 23 hours. The solution was poured into ice water, and the precipitated pink solid was filtered and dried (10 g., m.p. 143.5°-145°C.).